This data is from the Open Reaction Database (ORD), a public repository of structured organic reaction records. The task is: describe an organic reaction: reactants, conditions, products, and yield Starting materials: CCOC(C)=O, CCOCC, Cc1ncsc1C, [Li]CCCC. Yields the product CC(=O)c1nc(C)c(C)s1. RXN SMILES: [CH3:13][CH2:14][O:15][C:16](=[O:17])[CH3:18].[CH3:19][CH2:20][O:21][CH2:22][CH3:23].[CH3:1][c:2]1[n:3][cH:4][s:5][c:6]1[CH3:7].[Li:8][CH2:9][CH2:10][CH2:11][CH3:12]>>[CH3:1][c:2]1[n:3][c:4]([C:14]([CH3:13])=[O:15])[s:5][c:6]1[CH3:7]. The product is COc1ncc(Br)cc1C(O)C=Cc1ccc(Cl)c(Cl)c1. Starting materials: COc1ncc(Br)cc1Br, O=C([O-])O, [Li]CCCC, CCCCCC, O=CC=Cc1ccc(Cl)c(Cl)c1, [Na+], C1CCOC1. As a reaction SMILES: [Br:1][c:2]1[c:3]([O:9][CH3:10])[n:4][cH:5][c:6]([Br:8])[cH:7]1.[C:34](=[O:35])([OH:36])[O-:37].[CH2:17]([Li:18])[CH2:19][CH2:20][CH3:21].[CH3:11][CH2:12][CH2:13][CH2:14][CH2:15][CH3:16].[Cl:22][c:23]1[cH:24][c:25]([CH:26]=[CH:27][CH:28]=[O:29])[cH:30][cH:31][c:32]1[Cl:33].[Na+:38].[O:39]1[CH2:40][CH2:41][CH2:42][CH2:43]1>>[c:2]1([CH:28]([CH:27]=[CH:26][c:25]2[cH:24][c:23]([Cl:22])[c:32]([Cl:33])[cH:31][cH:30]2)[OH:29])[c:3]([O:9][CH3:10])[n:4][cH:5][c:6]([Br:8])[cH:7]1. The reactants are Cl (HCl), F[C@@H]1CN(CC[C@H]1OC=1C=C(C=C2C=CC(=NC12)C1=CN=C2N1C=CC(=C2)OCCOC)F)C(=O)OCC2=CC1=CC=CC=C1C=C2 ((3R,4R)-naphthalen-2-ylmethyl 3-fluoro-4-(6-fluoro-2-(7-(2-methoxyethoxy)imidazo[1,2-a]pyridin-3-yl)quinolin-8-yloxy)piperidine-1-carboxylate), CCO.CCOC(=O)C (EtOH EtOAc), Cl (HCl). Reagents/catalysts: [Pd] (Pd/C). The solvent is O1CCOCC1 (dioxane). Reaction conditions: time 48 hour. The product is FC=1C=C2C=CC(=NC2=C(C1)O[C@H]1[C@@H](CNCC1)F)C1=CN=C2N1C=CC(=C2)OCCOC (6-fluoro-8-((3R,4R)-3-fluoropiperidin-4-yloxy)-2-(7-(2-methoxyethoxy)imidazo[1,2-a]pyridin-3-yl)quinoline), Cl (HCl). Reaction SMILES: [F:1][C@H:2]1[C@H:7]([O:8][C:9]2[CH:10]=[C:11]([F:33])[CH:12]=[C:13]3[C:18]=2[N:17]=[C:16]([C:19]2[N:23]4[CH:24]=[CH:25][C:26]([O:28][CH2:29][CH2:30][O:31][CH3:32])=[CH:27][C:22]4=[N:21][CH:20]=2)[CH:15]=[CH:14]3)[CH2:6][CH2:5][N:4](C(OCC2C=CC3C(=CC=CC=3)C=2)=O)[CH2:3]1.CCO.CCOC(C)=O.[ClH:57]>O1CCOCC1.[Pd]>[F:33][C:11]1[CH:12]=[C:13]2[C:18](=[C:9]([O:8][C@@H:7]3[CH2:6][CH2:5][NH:4][CH2:3][C@H:2]3[F:1])[CH:10]=1)[N:17]=[C:16]([C:19]1[N:23]3[CH:24]=[CH:25][C:26]([O:28][CH2:29][CH2:30][O:31][CH3:32])=[CH:27][C:22]3=[N:21][CH:20]=1)[CH:15]=[CH:14]2.[ClH:57] |f:1.2|. Procedure: Pd/C (45 mg, 0.042 mmol) 10% wet was added to a solution of (3R,4R)-naphthalen-2-ylmethyl 3-fluoro-4-(6-fluoro-2-(7-(2-methoxyethoxy)imidazo[1,2-a]pyridin-3-yl)quinolin-8-yloxy)piperidine-1-carboxylate (270 mg, 0.42 mmol) in a 1:1 mixture of EtOH/EtOAc (10 mL) and 500 uL of 6 N HCl. The mixture was purged with H2, and then allowed to stir under a balloon of hydrogen for 48 hours. The mixture was filtered through GF paper removing the desired product salt as a precipitate, with the palladium cata... Reactants: CCONC(=S)Nc1ccc(F)cc1, Clc1ccc2c(N3CCNCC3)ccnc2c1, [O-][I+3]([O-])([O-])[O-], [Na+], O. Yields the product CCON=C(Nc1ccc(F)cc1)N1CCN(c2ccnc3cc(Cl)ccc23)CC1. RXN SMILES: [CH2:18]([CH3:19])[O:20][NH:21][C:22](=[S:23])[NH:24][c:25]1[cH:26][cH:27][c:28]([F:31])[cH:29][cH:30]1.[Cl:1][c:2]1[cH:3][cH:4][c:5]2[c:6]([N:12]3[CH2:13][CH2:14][NH:15][CH2:16][CH2:17]3)[cH:7][cH:8][n:9][c:10]2[cH:11]1.[I+3:32]([O-:33])([O-:34])([O-:35])[O-:36].[Na+:37].[OH2:38]>>[Cl:1][c:2]1[cH:3][cH:4][c:5]2[c:6]([N:12]3[CH2:13][CH2:14][N:15]([C:22](=[N:21][O:20][CH2:18][CH3:19])[NH:24][c:25]4[cH:26][cH:27][c:28]([F:31])[cH:29][cH:30]4)[CH2:16][CH2:17]3)[cH:7][cH:8][n:9][c:10]2[cH:11]1. Starting materials: BrCC1CCCCO1, Cc1ccc(S(=O)(=O)OCC2CCCO2)cc1, O=C1Nc2cccc(Cl)c2C12COc1cc3c(cc12)CCO3. The product is O=C1N(CC2CCCO2)c2cccc(Cl)c2C12COc1cc3c(cc12)CCO3. As a reaction SMILES: [Br:40][CH2:41][CH:42]1[CH2:43][CH2:44][CH2:45][CH2:46][O:47]1.[CH3:23][c:24]1[cH:25][cH:26][c:27]([S:28]([O:29][CH2:34][CH:35]2[O:36][CH2:37][CH2:38][CH2:39]2)(=[O:30])=[O:31])[cH:32][cH:33]1.[Cl:1][c:2]1[c:3]2[c:4]([cH:5][cH:6][cH:7]1)[NH:8][C:9](=[O:22])[C:10]21[c:11]2[c:12]([cH:15][c:16]3[c:20]([cH:21]2)[CH2:19][CH2:18][O:17]3)[O:13][CH2:14]1>>[Cl:1][c:2]1[c:3]2[c:4]([cH:5][cH:6][cH:7]1)[N:8]([CH2:34][CH:35]1[O:36][CH2:37][CH2:38][CH2:39]1)[C:9](=[O:22])[C:10]21[c:11]2[c:12]([cH:15][c:16]3[c:20]([cH:21]2)[CH2:19][CH2:18][O:17]3)[O:13][CH2:14]1. Yields the product N[C@H](CN1N=CC2=CC=C(C=C12)C(=O)N)C (1-((S)-2-Aminopropyl)-1H-indazole-6-carboxylic acid amide). Run in C(C)O (ethanol). The yield is 75.0%. The reagents and catalysts are [Pd] (Pd/C). Procedure details: To a solution of the product from Step B (0.14 g, 0.55 mmol) in ethanol (10 mL) was added Pd/C (10%, 0.01 g) under a nitrogen atmosphere at room temperature. The resultant suspension was stirred for 18 h under a hydrogen atmosphere. The reaction was filtered through a filter aide and the filtrate was concentrated in vacuo to give a solid (0.09 g, 75%): mp 170-172° C.; MS (ES) m/z 219 (M+); 1H NMR (DMSO-d6) 8.25 (1H, s), 8.12 (1H, s), 8.04 (1H, br s), 7.80 (1H, d, J=8.0 Hz), 7.63 (1H, d, J=8.0 Hz... Starting materials: N(=[N+]=[N-])[C@H](CN1N=CC2=CC=C(C=C12)C(=O)N)C (1-((S)-2-Azidopropyl)-1H-indazole-6-carboxylic acid amide), resultant suspension. RXN SMILES: [N:1]([C@@H:4]([CH3:18])[CH2:5][N:6]1[C:14]2[C:9](=[CH:10][CH:11]=[C:12]([C:15]([NH2:17])=[O:16])[CH:13]=2)[CH:8]=[N:7]1)=[N+]=[N-]>C(O)C.[Pd]>[NH2:1][C@@H:4]([CH3:18])[CH2:5][N:6]1[C:14]2[C:9](=[CH:10][CH:11]=[C:12]([C:15]([NH2:17])=[O:16])[CH:13]=2)[CH:8]=[N:7]1. Reactants: C1CCOC1, COC(=O)c1cc(NC(=O)c2cc(NC(=O)c3cccn3C)cn2C)cn1C, CS(C)=O, CO, [Li+], [OH-]. Yields the product Cn1cc(NC(=O)c2cc(NC(=O)c3cccn3C)cn2C)cc1C(=O)O. Reaction SMILES: [CH2:35]1[O:36][CH2:37][CH2:38][CH2:39]1.[CH3:1][O:2][C:3](=[O:4])[c:5]1[n:6]([CH3:28])[cH:7][c:8]([NH:10][C:11](=[O:12])[c:13]2[n:14]([CH3:27])[cH:15][c:16]([NH:18][C:19](=[O:20])[c:21]3[n:22]([CH3:26])[cH:23][cH:24][cH:25]3)[cH:17]2)[cH:9]1.[CH3:31][S:32]([CH3:33])=[O:34].[CH3:40][OH:41].[Li+:30].[OH-:29]>>[O:2]=[C:3]([OH:4])[c:5]1[n:6]([CH3:28])[cH:7][c:8]([NH:10][C:11](=[O:12])[c:13]2[n:14]([CH3:27])[cH:15][c:16]([NH:18][C:19](=[O:20])[c:21]3[n:22]([CH3:26])[cH:23][cH:24][cH:25]3)[cH:17]2)[cH:9]1.